Dataset: the Open Reaction Database (ORD), a public repository of structured organic reaction records. Task: describe an organic reaction: reactants, conditions, products, and yield The reactants are CCN(C(C)C)C(C)C (DIEA), ClC1=NC(=NC=C1C(F)(F)F)NCC=1C=[N+](C=CC1C(F)(F)F)[O-] (3-(((4-chloro-5-(trifluoromethyl)pyrimidin-2-yl)amino)methyl)-4-(trifluoromethyl)pyridine 1-oxide), NC1C(C(C1(C)C)O)(C)C (3-amino-2,2,4,4-tetramethylcyclobutanol). Run in C(C)O (ethanol). Conditions: temperature 80 celsius. The product is OC1C(C(C1(C)C)NC1=NC(=NC=C1C(F)(F)F)NCC=1C=[N+](C=CC1C(F)(F)F)[O-])(C)C (3-((4-(3-Hydroxy-2,2,4,4-tetramethylcyclobutylamino)-5-(trifluoromethyl)pyrimidin-2-ylamino)methyl)-4-(trifluoromethyl)pyridine 1-oxide). RXN SMILES: CCN(C(C)C)C(C)C.Cl[C:11]1[C:16]([C:17]([F:20])([F:19])[F:18])=[CH:15][N:14]=[C:13]([NH:21][CH2:22][C:23]2[CH:24]=[N+:25]([O-:33])[CH:26]=[CH:27][C:28]=2[C:29]([F:32])([F:31])[F:30])[N:12]=1.[NH2:34][CH:35]1[C:38]([CH3:40])([CH3:39])[CH:37]([OH:41])[C:36]1([CH3:43])[CH3:42]>C(O)C>[OH:41][CH:37]1[C:38]([CH3:40])([CH3:39])[CH:35]([NH:34][C:11]2[C:16]([C:17]([F:20])([F:19])[F:18])=[CH:15][N:14]=[C:13]([NH:21][CH2:22][C:23]3[CH:24]=[N+:25]([O-:33])[CH:26]=[CH:27][C:28]=3[C:29]([F:32])([F:31])[F:30])[N:12]=2)[C:36]1([CH3:43])[CH3:42]. Procedure details: DIEA (3.0 equiv.) was placed in a sealable flask with 3-(((4-chloro-5-(trifluoromethyl)pyrimidin-2-yl)amino)methyl)-4-(trifluoromethyl)pyridine 1-oxide (1.0 equiv.), 3-amino-2,2,4,4-tetramethylcyclobutanol (2.0 equiv.)(See J. Med. Chem. 2011, 54, 7693-7704 for preparation), and ethanol. The flask was purged with nitrogen and sealed. The reaction mixture was heated to 80° C. for 9 h. Standard work-up afforded the following compounds. Stereochemistry was assigned based on similar activity as other... Reactants: CC1OC2=C(C1)C=C(C=C2C(=O)O)S(N)(=O)=O (2-Methyl-5-sulfamoyl-2,3-dihydrobenzofuran-7-carboxylic acid), C(OCC)(=O)Cl (ethyl chlorocarbonate), CN1C(CCC1)CN (1-methyl-2-aminomethylpyrrolidine). Solvent: CN(C=O)C (dimethylformamide), CC(=O)C (acetone), C(C)N(CC)CC (triethylamine). Conditions: time 15 hour. Product: CN1C(CCC1)CNC(=O)C1=CC(=CC=2CC(OC21)C)S(N)(=O)=O (N-(1-methyl-2-pyrrolidinyl-methyl)-2-methyl-5-sulfamoyl-2,3-dihydrobenzofuran-7-carboxamide). As a reaction SMILES: [CH3:1][CH:2]1[CH2:6][C:5]2[CH:7]=[C:8]([S:14](=[O:17])(=[O:16])[NH2:15])[CH:9]=[C:10]([C:11]([OH:13])=O)[C:4]=2[O:3]1.C(Cl)(=O)OCC.[CH3:24][N:25]1[CH2:29][CH2:28][CH2:27][CH:26]1[CH2:30][NH2:31]>CN(C)C=O.CC(C)=O.C(N(CC)CC)C>[CH3:24][N:25]1[CH2:29][CH2:28][CH2:27][CH:26]1[CH2:30][NH:31][C:11]([C:10]1[C:4]2[O:3][CH:2]([CH3:1])[CH2:6][C:5]=2[CH:7]=[C:8]([S:14](=[O:17])(=[O:16])[NH2:15])[CH:9]=1)=[O:13]. Procedure: 2-Methyl-5-sulfamoyl-2,3-dihydrobenzofuran-7-carboxylic acid, 5.0 g, is dissolved in a mixed solvent of 50 ml of dimethylformamide and 50 ml of acetone, 6.5 ml of triethylamine is added and the solution is stirred. Under cooling at 15°-18° C., 2.2 g of ethyl chlorocarbonate is added dropwise for 10 minutes, and the solution is stirred at room temperature for one hour. Thereafter, 2.7 g of 1-methyl-2-aminomethylpyrrolidine is added and the whole is stirred at room temperature for 3 hours and allo... The reactants are BrCC1CCCCO1, Cc1nc2cc3c(cc2o1)C1(CO3)C(=O)Nc2ccccc21, Cc1ccc(S(=O)(=O)OCC2CCCO2)cc1. Yields the product Cc1nc2cc3c(cc2o1)C1(CO3)C(=O)N(CC2CCCO2)c2ccccc21. As a reaction SMILES: [Br:40][CH2:41][CH:42]1[CH2:43][CH2:44][CH2:45][CH2:46][O:47]1.[CH3:1][c:2]1[o:3][c:4]2[c:5]([n:6]1)[cH:7][c:8]1[c:9]([cH:10]2)[C:11]2([CH2:12][O:13]1)[C:14](=[O:22])[NH:15][c:16]1[cH:17][cH:18][cH:19][cH:20][c:21]12.[CH3:23][c:24]1[cH:25][cH:26][c:27]([S:28]([O:29][CH2:34][CH:35]2[O:36][CH2:37][CH2:38][CH2:39]2)(=[O:30])=[O:31])[cH:32][cH:33]1>>[CH3:1][c:2]1[o:3][c:4]2[c:5]([n:6]1)[cH:7][c:8]1[c:9]([cH:10]2)[C:11]2([CH2:12][O:13]1)[C:14](=[O:22])[N:15]([CH2:34][CH:35]1[O:36][CH2:37][CH2:38][CH2:39]1)[c:16]1[cH:17][cH:18][cH:19][cH:20][c:21]12. Reactants: COCNC(=O)C=1C=C2C(=NC=NC2=CC1)Cl (4-Chloroquinazoline-6-carboxylic acid methoxymethylamide), C1(=CC=CC=C1)S(=O)(=O)C1=CC=C(C=C1)N (4-benzenesulfonylphenylamine), C([O-])([O-])=O.[Cs+].[Cs+] (cesium carbonate). The reagents and catalysts are C(C)(=O)[O-].[Pd+2].C(C)(=O)[O-] (palladium (II) acetate). The solvent is O1CCOCC1 (1,4-dioxane). Reaction conditions: temperature 100 celsius, time 2.5 hour. The product is COCNC(=O)C=1C=C2C(=NC=NC2=CC1)NC1=CC=C(C=C1)S(=O)(=O)C1=CC=CC=C1 (4-(4-benzenesulfonylphenylamino)-quinazoline-6-carboxylic acid methoxymethylamide). Isolated yield 66.4%. RXN SMILES: [CH3:1][O:2][CH2:3][NH:4][C:5]([C:7]1[CH:8]=[C:9]2[C:14](=[CH:15][CH:16]=1)[N:13]=[CH:12][N:11]=[C:10]2Cl)=[O:6].[C:18]1([S:24]([C:27]2[CH:32]=[CH:31][C:30]([NH2:33])=[CH:29][CH:28]=2)(=[O:26])=[O:25])[CH:23]=[CH:22][CH:21]=[CH:20][CH:19]=1.C(=O)([O-])[O-].[Cs+].[Cs+]>C([O-])(=O)C.[Pd+2].C([O-])(=O)C.O1CCOCC1>[CH3:1][O:2][CH2:3][NH:4][C:5]([C:7]1[CH:8]=[C:9]2[C:14](=[CH:15][CH:16]=1)[N:13]=[CH:12][N:11]=[C:10]2[NH:33][C:30]1[CH:29]=[CH:28][C:27]([S:24]([C:18]2[CH:23]=[CH:22][CH:21]=[CH:20][CH:19]=2)(=[O:26])=[O:25])=[CH:32][CH:31]=1)=[O:6] |f:2.3.4,5.6.7|. Procedure details: 4-Chloroquinazoline-6-carboxylic acid methoxymethylamide (XIV-1, 550 mg), 611 mg of 4-benzenesulfonylphenylamine, 49 mg of palladium (II) acetate, 190 mg of Xant phos and 997 mg of cesium carbonate were added to 1,4-dioxane (30 ml), and the interior of a reaction vessel was replaced with a nitrogen gas, followed by stirring at 100° C. for 2.5 hours. The reaction mixture was filtrated with Celite, and water was added to the filtrate, followed by extraction with ethyl acetate. The organic layer wa... The reactants are FC=1C=C(C=C(C1)F)[C@@H]1C[C@@H](C(C(N1CC(=O)O)=O)(C)C)O ([(4S,6S)-6-(3,5-difluorophenyl)-4-hydroxy-3,3-dimethyl-2-oxopiperidin-1-yl]acetic acid), FC=1C=C(C=C(C1)F)[C@@H]1C[C@@H](C(C(N1CC(=O)O)=O)(C)C)O ([(4S,6S)-6-(3,5-difluorophenyl)-4-hydroxy-3,3-dimethyl-2-oxopiperidin-1-yl]acetic acid), NC=1C=C2C[C@]3(C(NC4=NC=CC=C43)=O)CC2=CC1 ((R)-5-amino-1,3-dihydro spiro[indene-2,3′-pyrrolo[2,3-b]pyridin]-2′(1′H)-one), NC=1C=C2C[C@]3(C(NC4=NC=CC=C43)=O)CC2=CC1 ((R)-5-amino-1,3-dihydro spiro[indene-2,3′-pyrrolo[2,3-b]pyridin]-2′(1′H)-one), C=1C=CC2=C(C1)N=NN2O (HOBT), C(CCl)Cl (EDC). Run in CN(C)C=O (DMF). Conditions: time 6 hour. The product is FC=1C=C(C=C(C1)F)[C@@H]1C[C@@H](C(C(N1CC(=O)NC=1C=C2C[C@]3(C(NC4=NC=CC=C43)=O)CC2=CC1)=O)(C)C)O (2-[(4S,6S)-6-(3,5-Difluorophenyl)-4-hydroxy-3,3-dimethyl-2-oxopiperidin-1-yl]-N-[(2R)-2′-oxo-1,1′,2′,3-tetrahydrospiro[indene-2,3′-pyrrolo[2,3-b]pyridin]-5-yl]acetamide). As a reaction SMILES: [F:1][C:2]1[CH:3]=[C:4]([C@H:9]2[N:14]([CH2:15][C:16]([OH:18])=O)[C:13](=[O:19])[C:12]([CH3:21])([CH3:20])[C@@H:11]([OH:22])[CH2:10]2)[CH:5]=[C:6]([F:8])[CH:7]=1.[NH2:23][C:24]1[CH:25]=[C:26]2[C:39](=[CH:40][CH:41]=1)[CH2:38][C@:28]1([C:36]3[C:31](=[N:32][CH:33]=[CH:34][CH:35]=3)[NH:30][C:29]1=[O:37])[CH2:27]2.C1C=CC2N(O)N=NC=2C=1.C(Cl)CCl>CN(C=O)C>[F:1][C:2]1[CH:3]=[C:4]([C@H:9]2[N:14]([CH2:15][C:16]([NH:23][C:24]3[CH:25]=[C:26]4[C:39](=[CH:40][CH:41]=3)[CH2:38][C@:28]3([C:36]5[C:31](=[N:32][CH:33]=[CH:34][CH:35]=5)[NH:30][C:29]3=[O:37])[CH2:27]4)=[O:18])[C:13](=[O:19])[C:12]([CH3:20])([CH3:21])[C@@H:11]([OH:22])[CH2:10]2)[CH:5]=[C:6]([F:8])[CH:7]=1. Procedure: A mixture of [(4S,6S)-6-(3,5-difluorophenyl)-4-hydroxy-3,3-dimethyl-2-oxopiperidin-1-yl]acetic acid (130 mg, 0.415 mmol, described in Intermediate 21), (R)-5-amino-1,3-dihydro spiro[indene-2,3′-pyrrolo[2,3-b]pyridin]-2′(1′H)-one (140 mg, 0.557 mmol, described in Intermediate 9), HOBT (82 mg, 0.535 mmol), and EDC (95 mg, 0.498 mmol) in DMF (2 mL) was stirred at ambient temperature for 6 h. The reaction mixture was partitioned between H2O (50 mL), saturated aqueous NaHCO3 (30 mL) and EtOAc (100 mL... Reactants: SCCS, CC1(c2ccccc2)OC(C=Cc2ccsc2)=CC1=O. Product: CC1(c2ccccc2)OC(CC(SCCS)c2ccsc2)=CC1=O. As a reaction SMILES: [CH2:21]([CH2:22][SH:23])[SH:24].[CH3:1][C:2]1([c:15]2[cH:16][cH:17][cH:18][cH:19][cH:20]2)[O:3][C:4]([CH:8]=[CH:9][c:10]2[cH:11][s:12][cH:13][cH:14]2)=[CH:5][C:6]1=[O:7]>>[CH3:1][C:2]1([c:15]2[cH:16][cH:17][cH:18][cH:19][cH:20]2)[O:3][C:4]([CH2:8][CH:9]([c:10]2[cH:11][s:12][cH:13][cH:14]2)[S:24][CH2:21][CH2:22][SH:23])=[CH:5][C:6]1=[O:7].